Dataset: the Open Reaction Database (ORD), a public repository of structured organic reaction records. Task: describe an organic reaction: reactants, conditions, products, and yield Reactants: C1CCOC1, CCOC(C)=O, O, c1ccc(P(c2ccccc2)c2ccccc2)cc1, [N-]=[N+]=NCCCc1ccncc1. Product: NCCCc1ccncc1. RXN SMILES: [CH2:33]1[O:34][CH2:35][CH2:36][CH2:37]1.[CH3:38][CH2:39][O:40][C:41]([CH3:42])=[O:43].[OH2:32].[c:13]1([P:14]([c:15]2[cH:16][cH:17][cH:18][cH:19][cH:20]2)[c:21]2[cH:22][cH:23][cH:24][cH:25][cH:26]2)[cH:27][cH:28][cH:29][cH:30][cH:31]1.[n:1]1[cH:2][cH:3][c:4]([CH2:7][CH2:8][CH2:9][N:10]=[N+:11]=[N-:12])[cH:5][cH:6]1>>[n:1]1[cH:2][cH:3][c:4]([CH2:7][CH2:8][CH2:9][NH2:10])[cH:5][cH:6]1.